From a dataset of the Open Reaction Database (ORD), a public repository of structured organic reaction records. describe an organic reaction: reactants, conditions, products, and yield Starting materials: CC(C)(C#C)O (2-methyl-3-butyn-2-ol), cuprous chloride, C(C=C)Br (allyl bromide), C([O-])([O-])=O.[K+].[K+] (potassium carbonate). Reagents/catalysts: [Cl-].C(C1=CC=CC=C1)[N+](CC)(CC)CC (benzyltriethylammonium chloride). The solvent is C(C)#N (acetonitrile). Yields the product CC(C)(C#CCC=C)O (2-Methyl-6-hepten-3-yn-2-ol). Isolated yield 59.8%. As a reaction SMILES: [CH3:1][C:2]([OH:6])([C:4]#[CH:5])[CH3:3].[CH2:7](Br)[CH:8]=[CH2:9].C(=O)([O-])[O-].[K+].[K+]>[Cl-].C([N+](CC)(CC)CC)C1C=CC=CC=1.C(#N)C>[CH3:1][C:2]([OH:6])([C:4]#[C:5][CH2:9][CH:8]=[CH2:7])[CH3:3] |f:2.3.4,5.6|. Procedure details: The coupling reaction was conducted in the manner described in the procedure of Example VI using the following reagents: 1.00 mL (10.3 mmoles) of 2-methyl-3-butyn-2-ol, 1.00 mL (11.6 mmoles) of allyl bromide (3-bromopropene), 2.21 g (16.0 mmoles) of anhydrous potassium carbonate, 93 mg (0.94 mmoles) of cuprous chloride, and 207 mg (0.91 mmole) of benzyltriethylammonium chloride in 3.00 mL of acetonitrile (HPLC-grade). Isolation of the product in the manner described in the procedure of Example I... The reactants are C1CCOC1, CC(=O)OC(C)=O, CN(C)CC1CNc2cc(N)ccc2C1, c1ccncc1. Yields the product CC(=O)Nc1ccc2c(c1)NCC(CN(C)C)C2. RXN SMILES: [CH2:29]1[O:30][CH2:31][CH2:32][CH2:33]1.[CH3:16][C:17](=[O:18])[O:19][C:20](=[O:21])[CH3:22].[NH2:1][c:2]1[cH:3][cH:4][c:5]2[c:10]([cH:11]1)[NH:9][CH2:8][CH:7]([CH2:12][N:13]([CH3:14])[CH3:15])[CH2:6]2.[cH:23]1[cH:24][cH:25][n:26][cH:27][cH:28]1>>[NH:1]([c:2]1[cH:3][cH:4][c:5]2[c:10]([cH:11]1)[NH:9][CH2:8][CH:7]([CH2:12][N:13]([CH3:14])[CH3:15])[CH2:6]2)[C:17]([CH3:16])=[O:18]. Starting materials: C1CCOC1, COC(=O)CCc1ccc(NC(=O)C2NC(CC(C)(C)C)C(C#N)(c3ccc(Cl)cc3F)C2c2cccc(Cl)c2F)cc1, Cl, [Li+], [OH-], O, O. Product: CC(C)(C)CC1NC(C(=O)Nc2ccc(CCC(=O)O)cc2)C(c2cccc(Cl)c2F)C1(C#N)c1ccc(Cl)cc1F. RXN SMILES: [CH2:48]1[O:49][CH2:50][CH2:51][CH2:52]1.[Cl:1][c:2]1[c:3]([F:43])[c:4]([CH:8]2[CH:9]([C:28](=[O:29])[NH:30][c:31]3[cH:32][cH:33][c:34]([CH2:37][CH2:38][C:39](=[O:40])[O:41][CH3:42])[cH:35][cH:36]3)[NH:10][CH:11]([CH2:23][C:24]([CH3:25])([CH3:26])[CH3:27])[C:12]2([C:13]#[N:14])[c:15]2[c:16]([F:22])[cH:17][c:18]([Cl:21])[cH:19][cH:20]2)[cH:5][cH:6][cH:7]1.[ClH:47].[Li+:46].[OH-:45].[OH2:44].[OH2:53]>>[Cl:1][c:2]1[c:3]([F:43])[c:4]([CH:8]2[CH:9]([C:28](=[O:29])[NH:30][c:31]3[cH:32][cH:33][c:34]([CH2:37][CH2:38][C:39](=[O:40])[OH:41])[cH:35][cH:36]3)[NH:10][CH:11]([CH2:23][C:24]([CH3:25])([CH3:26])[CH3:27])[C:12]2([C:13]#[N:14])[c:15]2[c:16]([F:22])[cH:17][c:18]([Cl:21])[cH:19][cH:20]2)[cH:5][cH:6][cH:7]1.